The task is: describe an organic reaction: reactants, conditions, products, and yield. This data is from the Open Reaction Database (ORD), a public repository of structured organic reaction records. Reactants: BrCC1=CSC2=C1C=C(C=C2)Cl (3-(Bromomethyl)-5-chloro-1-benzothiophene), ClCCl (dichloromethane), CC1=CC=CC(=N1)N1CCNCC1 (1-(6-methyl-2-pyridinyl)piperazine), CN(C=O)C (dimethylformamide). The solvent is C(C)#N (acetonitrile). Conditions: temperature 25 celsius. Yields the product ClC=1C=CC2=C(C(=CS2)CN2CCN(CC2)C2=NC(=CC=C2)C)C1 (1-[(5-chloro-1-benzothien-3-yl)methyl]-4-(6-methyl-2-pyridinyl)piperazine). RXN SMILES: Br[CH2:2][C:3]1[C:7]2[CH:8]=[C:9]([Cl:12])[CH:10]=[CH:11][C:6]=2[S:5][CH:4]=1.[CH3:13][C:14]1[N:19]=[C:18]([N:20]2[CH2:25][CH2:24][NH:23][CH2:22][CH2:21]2)[CH:17]=[CH:16][CH:15]=1.CN(C)C=O.ClCCl>C(#N)C>[Cl:12][C:9]1[CH:10]=[CH:11][C:6]2[S:5][CH:4]=[C:3]([CH2:2][N:23]3[CH2:24][CH2:25][N:20]([C:18]4[CH:17]=[CH:16][CH:15]=[C:14]([CH3:13])[N:19]=4)[CH2:21][CH2:22]3)[C:7]=2[CH:8]=1. Procedure details: 3-(Bromomethyl)-5-chloro-1-benzothiophene (1 mmol, maybridge chemical) and 1-(6-methyl-2-pyridinyl)piperazine (1 mmol) were combined in 2 mL of acetonitrile and 1 mL of dimethylformamide and stirred at 25° C. for 5 minutes. The mixture was heated briefly to dissolve any solids and allowed to cool to 25° C. The mixture was monitored by thin layer chromatography until disappearance of starting residue. The mixture was poured into dichloromethane and washed with dilute aqueous ammonium hydroxide. T... Reactants: C(C)C1C(CCC(C(OC(C2CCCCN2C(C(C2(C(CC(C(C(CC(CC(=C1)C)C)OC)O2)OC)C)O)=O)=O)=O)C(=CC2CC(C(CC2)N)OC(C)C)C)C)=O (17-ethyl-1-hydroxy-12-[2'-(4"-amino-3"-isopropyloxycyclohexyl)-1'-methylvinyl]-23,25-dimethoxy-13,19,21,27-tetramethyl-11,28-dioxa-4-azatricyclo[22.3.1.04,9 ]octacos-18-ene-2,3,10,16-tetraone), C(=O)OC (methyl formate). Run at temperature 0 celsius, time 1 hour. Product: C(C)C1C(CCC(C(OC(C2CCCCN2C(C(C2(C(CC(C(C(CC(CC(=C1)C)C)OC)O2)OC)C)O)=O)=O)=O)C(=CC2CC(C(CC2)NC=O)OC(C)C)C)C)=O (17-Ethyl-1-hydroxy-12-[2-(4"-formamido-3"-isopropyloxycyclohexyl)-1'-methylvinyl]-23,25-dimethoxy-13,19,21,27-tetramethyl-11,28-dioxa-4-azatricyclo[22.3.1.04,9 ]octacos-18-ene-2,3,10,16-tetraone). Reaction SMILES: [CH2:1]([CH:3]1[CH:29]=[C:28]([CH3:30])[CH2:27][CH:26]([CH3:31])[CH2:25][CH:24]([O:32][CH3:33])[CH:23]2[O:34][C:19]([OH:38])([CH:20]([CH3:37])[CH2:21][CH:22]2[O:35][CH3:36])[C:18](=[O:39])[C:17](=[O:40])[N:16]2[CH:11]([CH2:12][CH2:13][CH2:14][CH2:15]2)[C:10](=[O:41])[O:9][CH:8]([C:42]([CH3:55])=[CH:43][CH:44]2[CH2:49][CH2:48][CH:47]([NH2:50])[CH:46]([O:51][CH:52]([CH3:54])[CH3:53])[CH2:45]2)[CH:7]([CH3:56])[CH2:6][CH2:5][C:4]1=[O:57])[CH3:2].[CH:58](OC)=[O:59]>>[CH2:1]([CH:3]1[CH:29]=[C:28]([CH3:30])[CH2:27][CH:26]([CH3:31])[CH2:25][CH:24]([O:32][CH3:33])[CH:23]2[O:34][C:19]([OH:38])([CH:20]([CH3:37])[CH2:21][CH:22]2[O:35][CH3:36])[C:18](=[O:39])[C:17](=[O:40])[N:16]2[CH:11]([CH2:12][CH2:13][CH2:14][CH2:15]2)[C:10](=[O:41])[O:9][CH:8]([C:42]([CH3:55])=[CH:43][CH:44]2[CH2:49][CH2:48][CH:47]([NH:50][CH:58]=[O:59])[CH:46]([O:51][CH:52]([CH3:54])[CH3:53])[CH2:45]2)[CH:7]([CH3:56])[CH2:6][CH2:5][C:4]1=[O:57])[CH3:2]. Procedure details: The compound 17-ethyl-1-hydroxy-12-[2'-(4"-amino-3"-isopropyloxycyclohexyl)-1'-methylvinyl]-23,25-dimethoxy-13,19,21,27-tetramethyl-11,28-dioxa-4-azatricyclo[22.3.1.04,9 ]octacos-18-ene-2,3,10,16-tetraone(30 mg) is mixed with methyl formate (0.5 ml) and is stirred at 0° C. for 1 hr. The reaction mixture is allowed to warm to room temperature and then is stirred overnight. The excess methylformate is removed with nitrogen flow and the crude mixture is purified by preparative tlc on silica gel to ... The reactants are COc1ccc(N)c(OC)n1, CC#N, CN(C)c1ccncc1, ClCCl, O=C(Oc1ccc([N+](=O)[O-])cc1)C1CCCCn2c1nc(-c1ccncn1)cc2=O, O. RXN SMILES: [CH3:31][O:32][c:33]1[n:34][c:35]([O:40][CH3:41])[cH:36][cH:37][c:38]1[NH2:39].[CH3:42][C:43]#[N:44].[CH3:45][N:46]([CH3:47])[c:48]1[cH:49][cH:50][n:51][cH:52][cH:53]1.[Cl:55][CH2:56][Cl:57].[N+:1]([c:2]1[cH:3][cH:4][c:5]([O:6][C:11](=[O:12])[CH:13]2[c:14]3[n:15]([c:20](=[O:30])[cH:21][c:22](-[c:24]4[n:25][cH:26][n:27][cH:28][cH:29]4)[n:23]3)[CH2:16][CH2:17][CH2:18][CH2:19]2)[cH:7][cH:8]1)([O-:9])=[O:10].[OH2:54]>>[C:11](=[O:12])([CH:13]1[c:14]2[n:15]([c:20](=[O:30])[cH:21][c:22](-[c:24]3[n:25][cH:26][n:27][cH:28][cH:29]3)[n:23]2)[CH2:16][CH2:17][CH2:18][CH2:19]1)[NH:39][c:38]1[c:33]([O:32][CH3:31])[n:34][c:35]([O:40][CH3:41])[cH:36][cH:37]1. The product is COc1ccc(NC(=O)C2CCCCn3c2nc(-c2ccncn2)cc3=O)c(OC)n1. The reactants are O (water), N1[C@@H](CCC1)CO ((S)-pyrrolidin-2-ylmethanol), ClC1=CN=CC(=N1)C1=CC2=C(C=N1)C=NN2C2=CC=CC(=N2)N2CCN(CC2)C(=O)OC(C)(C)C (tert-butyl 4-(6-(6-(6-chloropyrazin-2-yl)-1H-pyrazolo[4,3-c]pyridin-1-yl)pyridin-2-yl)piperazine-1-carboxylate), [F-].[Cs+] (cesium fluoride). Run in CS(=O)C (DMSO). Conditions: temperature 105 celsius. Yields the product Cl.Cl.N1(CCNCC1)C1=CC=CC(=N1)N1N=CC=2C=NC(=CC21)C2=CN=CC(=N2)N2[C@@H](CCC2)CO ((S)-(1-(6-(1-(6-(piperazin-1-yl)pyridin-2-yl)-1H-pyrazolo[4,3-c]pyridin-6-yl)pyrazin-2-yl)pyrrolidin-2-yl)methanol dihydrochloride). As a reaction SMILES: [NH:1]1[CH2:5][CH2:4][CH2:3][C@H:2]1[CH2:6][OH:7].[Cl:8][C:9]1[N:14]=[C:13]([C:15]2[N:20]=[CH:19][C:18]3[CH:21]=[N:22][N:23]([C:24]4[N:29]=[C:28]([N:30]5[CH2:35][CH2:34][N:33](C(OC(C)(C)C)=O)[CH2:32][CH2:31]5)[CH:27]=[CH:26][CH:25]=4)[C:17]=3[CH:16]=2)[CH:12]=[N:11][CH:10]=1.[F-].[Cs+].O>CS(C)=O>[ClH:8].[ClH:8].[N:30]1([C:28]2[N:29]=[C:24]([N:23]3[C:17]4[CH:16]=[C:15]([C:13]5[N:14]=[C:9]([N:1]6[CH2:5][CH2:4][CH2:3][C@H:2]6[CH2:6][OH:7])[CH:10]=[N:11][CH:12]=5)[N:20]=[CH:19][C:18]=4[CH:21]=[N:22]3)[CH:25]=[CH:26][CH:27]=2)[CH2:31][CH2:32][NH:33][CH2:34][CH2:35]1 |f:2.3,6.7.8|. Procedure: A mixture of 3-5 eq. of (S)-pyrrolidin-2-ylmethanol, 1 eq. of tert-butyl 4-(6-(6-(6-chloropyrazin-2-yl)-1H-pyrazolo[4,3-c]pyridin-1-yl)pyridin-2-yl)piperazine-1-carboxylate, 6-10 eq of cesium fluoride in DMSO was heated at 105° C. for 12-24 hours. The mixture was mixed with water and extracted with ethyl acetate. The organic extracts were washed with water, brine, dried over sodium sulfate and concentrated in vacuum. The crude products were purified on a silica gel column eluting with gradient o... The reactants are C(C)(=O)C1=CC(=C(S1)C1=CC=C(C=C1)F)C1=CC=C(C=C1)S(=O)(=O)C (5-acetyl-2-(4-fluorophenyl)-3-[4-(methylsulfonyl)phenyl]thiophene), O.O.O.[N+](=O)([O-])[O-].[Tl+3].[N+](=O)([O-])[O-].[N+](=O)([O-])[O-] (thallium(III) nitrate trihydrate), Cl(=O)(=O)(=O)O (perchloric acid), O1CCOCC1 (dioxane). Run in CO (methanol). Reaction conditions: time 7 hour. Yields the product FC1=CC=C(C=C1)C1=C(C=C(S1)CC(=O)OC)C1=CC=C(C=C1)S(=O)(=O)C (methyl 5-(4-fluorophenyl)-4-[4-(methylsulfonyl)phenyl]thiophene-2-acetate). Reaction SMILES: C([C:4]1[S:8][C:7]([C:9]2[CH:14]=[CH:13][C:12]([F:15])=[CH:11][CH:10]=2)=[C:6]([C:16]2[CH:21]=[CH:20][C:19]([S:22]([CH3:25])(=[O:24])=[O:23])=[CH:18][CH:17]=2)[CH:5]=1)(=O)C.[OH2:26].O.O.[N+]([O-])([O-])=O.[Tl+3].[N+]([O-])([O-])=O.[N+]([O-])([O-])=O.Cl(O)(=O)(=O)=O.[O:47]1[CH2:52]CO[CH2:49][CH2:48]1>CO>[F:15][C:12]1[CH:11]=[CH:10][C:9]([C:7]2[S:8][C:4]([CH2:49][C:48]([O:47][CH3:52])=[O:26])=[CH:5][C:6]=2[C:16]2[CH:17]=[CH:18][C:19]([S:22]([CH3:25])(=[O:23])=[O:24])=[CH:20][CH:21]=2)=[CH:14][CH:13]=1 |f:1.2.3.4.5.6.7|. Procedure details: A mixture of 5-acetyl-2-(4-fluorophenyl)-3-[4-(methylsulfonyl)phenyl]thiophene (1 g), thallium(III) nitrate trihydrate (1.4 g) and perchloric acid (70%; 3 ml) in methanol (15 ml) and dioxane (7 ml) was stirred at ambient temperature for 7 hours. The insoluble material was filtered. The filtrate was diluted with water and extracted with chloroform. The extract was dried over magnesium sulfate and concentrated to give an oil of methyl 5-(4-fluorophenyl)-4-[4-(methylsulfonyl)phenyl]thiophene-2-acet... The reactants are Clc1nccc(-n2cnc(Br)c2)n1, C1COCCN1, [H-], [Na+], CN(C)C=O. The product is Brc1cn(-c2ccnc(N3CCOCC3)n2)cn1. RXN SMILES: [Br:9][c:10]1[n:11][cH:12][n:13](-[c:15]2[n:16][c:17]([Cl:21])[n:18][cH:19][cH:20]2)[cH:14]1.[CH2:1]1[CH2:2][O:3][CH2:4][CH2:5][NH:6]1.[H-:8].[Na+:7].[O:22]=[CH:23][N:24]([CH3:25])[CH3:26]>>[CH2:1]1[CH2:2][O:3][CH2:4][CH2:5][N:6]1[c:17]1[n:16][c:15](-[n:13]2[cH:12][n:11][c:10]([Br:9])[cH:14]2)[cH:20][cH:19][n:18]1. Reactants: COC(=O)c1cnc2c(c1)cc(C(O)CC1CCCC1)n2S(=O)(=O)c1ccccc1, ClCCl. Yields the product COC(=O)c1cnc2c(c1)cc(C(=O)CC1CCCC1)n2S(=O)(=O)c1ccccc1. Reaction SMILES: [CH3:1][O:2][C:3](=[O:4])[c:5]1[cH:6][c:7]2[c:8]([n:9][cH:10]1)[n:11]([S:22](=[O:23])(=[O:24])[c:25]1[cH:26][cH:27][cH:28][cH:29][cH:30]1)[c:12]([CH:14]([CH2:15][CH:16]1[CH2:17][CH2:18][CH2:19][CH2:20]1)[OH:21])[cH:13]2.[Cl:31][CH2:32][Cl:33]>>[CH3:1][O:2][C:3](=[O:4])[c:5]1[cH:6][c:7]2[c:8]([n:9][cH:10]1)[n:11]([S:22](=[O:23])(=[O:24])[c:25]1[cH:26][cH:27][cH:28][cH:29][cH:30]1)[c:12]([C:14]([CH2:15][CH:16]1[CH2:17][CH2:18][CH2:19][CH2:20]1)=[O:21])[cH:13]2. The reactants are [N+](=O)([O-])C=1C=C(C=C(C(=O)Cl)C1)C(=O)Cl (5-nitroisophthaloyl chloride), Cl (hydrochloric acid), NC1=CC=C(C(C(=O)O)=C1)O (5-aminosalicylic acid), C([O-])([O-])=O.[Na+].[Na+] (sodium carbonate). The solvent is C(C)#N (acetonitrile), O (water), C(C)O (ethanol). Product: [N+](=O)([O-])C=1C=C(C=C(C1)C(=O)NC1=CC=C(C(C(=O)O)=C1)O)C(=O)NC1=CC=C(C(C(=O)O)=C1)O (5,5'-[5-Nitro-m-phenylenebis(carbonylimino)]disalicylic acid). Yield: 56.9%. As a reaction SMILES: [NH2:1][C:2]1[CH:10]=[C:6]([C:7]([OH:9])=[O:8])[C:5]([OH:11])=[CH:4][CH:3]=1.[C:12](=[O:15])([O-])[O-:13].[Na+].[Na+].[N+:18]([C:21]1[CH:22]=[C:23]([C:30](Cl)=[O:31])[CH:24]=[C:25]([CH:29]=1)[C:26](Cl)=[O:27])([O-:20])=[O:19].Cl>O.C(O)C.C(#N)C>[N+:18]([C:21]1[CH:22]=[C:23]([C:30]([NH:1][C:2]2[CH:10]=[C:6]([C:12]([OH:13])=[O:15])[C:5]([OH:11])=[CH:4][CH:3]=2)=[O:31])[CH:24]=[C:25]([C:26]([NH:1][C:2]2[CH:10]=[C:6]([C:7]([OH:9])=[O:8])[C:5]([OH:11])=[CH:4][CH:3]=2)=[O:27])[CH:29]=1)([O-:20])=[O:19] |f:1.2.3|. Procedure: To a solution of 3.2 g of 5-aminosalicylic acid and 4.4 g of sodium carbonate in 60 ml of water (stirred vigourously at room temperature) is added dropwise a solution of 2.5 g of 5-nitroisophthaloyl chloride in a minimum amount of acetonitrile with formation of a gel. The gel is dissolved by acidification with dilute hydrochloric acid and a gray solid is formed. The material is filtered, washed once with dilute hydrochloric acid and several times with water resulting in a gray gum. The gum is cr... The reactants are BrC=1C=C2CN(C(C2=C(C1)Cl)=O)CC1=CC=C(C=C1)Cl (5-bromo-7-chloro-2-(4-chloro-benzyl)-2,3-dihydro-isoindol-1-one), C(C)(C)(C)P(C1=C(C2=CC=CC=C2C=C1)C1=CC=CC2=CC=CC=C12)C(C)(C)C (rac-2-(di-t-butylphosphino)-1,1′-binaphthyl), C([O-])([O-])=O.[Cs+].[Cs+] (cesium carbonate), FC(CO)F (2,2-difluoro ethanol). Reagents/catalysts: C(C)(=O)[O-].[Pd+2].C(C)(=O)[O-] (palladium(II) acetate). Run in C1(=CC=CC=C1)C (toluene). Conditions: temperature 110 celsius, time 12 hour. The product is FC(COC=1C=C2CN(C(C2=C(C1)Cl)=O)CC1=CC=C(C=C1)Cl)F (5-(2,2-Difluoro-ethoxy)-7-chloro-2-(4-chloro-benzyl)-2,3-dihydro-isoindol-1-one). Yield: 49.8%. Reaction SMILES: Br[C:2]1[CH:3]=[C:4]2[C:8](=[C:9]([Cl:11])[CH:10]=1)[C:7](=[O:12])[N:6]([CH2:13][C:14]1[CH:19]=[CH:18][C:17]([Cl:20])=[CH:16][CH:15]=1)[CH2:5]2.C(P(C(C)(C)C)C1C=CC2C(=CC=CC=2)C=1C1C2C(=CC=CC=2)C=CC=1)(C)(C)C.C(=O)([O-])[O-].[Cs+].[Cs+].[F:56][CH:57]([F:60])[CH2:58][OH:59]>C1(C)C=CC=CC=1.C([O-])(=O)C.[Pd+2].C([O-])(=O)C>[F:56][CH:57]([F:60])[CH2:58][O:59][C:2]1[CH:3]=[C:4]2[C:8](=[C:9]([Cl:11])[CH:10]=1)[C:7](=[O:12])[N:6]([CH2:13][C:14]1[CH:19]=[CH:18][C:17]([Cl:20])=[CH:16][CH:15]=1)[CH2:5]2 |f:2.3.4,7.8.9|. Procedure details: A mixture of 5-bromo-7-chloro-2-(4-chloro-benzyl)-2,3-dihydro-isoindol-1-one (0.110 g, 0.297 mmol), palladium(II) acetate (0.004 g, 0.02 mmol), rac-2-(di-t-butylphosphino)-1,1′-binaphthyl (0.009 g, 0.025 mmol), and cesium carbonate (0.163 g, 0.5 mmol) in toluene (5 mL) was treated with 2,2-difluoro ethanol (0.05 mL, 0.6 mmol) and stirred at 110° C. for 12 h. After this time the solvent was evaporated and silica gel column chromatography using, typically 30% ethyl acetate in hexane, afforded the ... The reactants are BrCC1=CC(=C(C#N)C=C1)F (4-bromomethyl-2-fluoro-benzonitrile), CNC(=O)C=1C(C(=C(NC1)C)C1=CC(=NC=C1)C(F)(F)F)=O (2-Methyl-4-oxo-2′-trifluoromethyl-1,4-dihydro-[3,4′]bipyridinyl-5-carboxylic acid methylamide). The product is CNC(=O)C=1C(C(=C(N(C1)CC1=CC(=C(C=C1)C#N)F)C)C1=CC(=NC=C1)C(F)(F)F)=O (1-(4-Cyano-3-fluoro-benzyl)-2-methyl-4-oxo-2′-trifluoromethyl-1,4-dihydro-[3,4′]bipyridinyl-5-carboxylic acid methylamide). Reaction SMILES: Br[CH2:2][C:3]1[CH:10]=[CH:9][C:6]([C:7]#[N:8])=[C:5]([F:11])[CH:4]=1.[CH3:12][NH:13][C:14]([C:16]1[C:17](=[O:33])[C:18]([C:23]2[CH:28]=[CH:27][N:26]=[C:25]([C:29]([F:32])([F:31])[F:30])[CH:24]=2)=[C:19]([CH3:22])[NH:20][CH:21]=1)=[O:15]>>[CH3:12][NH:13][C:14]([C:16]1[C:17](=[O:33])[C:18]([C:23]2[CH:28]=[CH:27][N:26]=[C:25]([C:29]([F:32])([F:31])[F:30])[CH:24]=2)=[C:19]([CH3:22])[N:20]([CH2:2][C:3]2[CH:10]=[CH:9][C:6]([C:7]#[N:8])=[C:5]([F:11])[CH:4]=2)[CH:21]=1)=[O:15]. Reported procedure: Example 43 is prepared as described for example 2.1, substituting benzyl bromide with 4-bromomethyl-2-fluoro-benzonitrile and substituting preparation 5 with preparation 36a. ESI mass spectrum: [M+H]+=445; Retention time HPLC: 0.97 min (Z018_S04).